From a dataset of the Open Reaction Database (ORD), a public repository of structured organic reaction records. describe an organic reaction: reactants, conditions, products, and yield The reactants are C(C)(=O)NC1CC(CC1)C1=C(C=C2C(C(=CN(C2=C1)C1CC1)C(=O)OCC)=O)F (7-[3-(acetylamino)cyclopentyl]-1-cyclopropyl-6-fluoro-1,4-dihydro-4-oxoquinoline-3-carboxylic acid, ethyl ester), Cl.C(C)O (hydrochloric acid ethanol). Product: Cl.NC1CC(CC1)C1=C(C=C2C(C(=CN(C2=C1)C1CC1)C(=O)O)=O)F (7-[3-(Amino)cyclopentyl]-1-cyclopropyl-6-fluoro-1,4-dihydro-4-oxoquinoline-3-carboxylic acid hydrochloride). RXN SMILES: C([NH:4][CH:5]1[CH2:9][CH2:8][CH:7]([C:10]2[CH:19]=[C:18]3[C:13]([C:14](=[O:28])[C:15]([C:23]([O:25]CC)=[O:24])=[CH:16][N:17]3[CH:20]3[CH2:22][CH2:21]3)=[CH:12][C:11]=2[F:29])[CH2:6]1)(=O)C.[ClH:30].C(O)C>>[ClH:30].[NH2:4][CH:5]1[CH2:9][CH2:8][CH:7]([C:10]2[CH:19]=[C:18]3[C:13]([C:14](=[O:28])[C:15]([C:23]([OH:25])=[O:24])=[CH:16][N:17]3[CH:20]3[CH2:21][CH2:22]3)=[CH:12][C:11]=2[F:29])[CH2:6]1 |f:1.2,3.4|. Procedure: A mixture of 20.0 g (50 mmol) of 7-[3-(acetylamino)cyclopentyl]-1-cyclopropyl-6-fluoro-1,4-dihydro-4-oxoquinoline-3-carboxylic acid, ethyl ester was heated in a mixture of 6.0 M hydrochloric acid/ethanol (20 ml/150 ml) at reflux for 8 hours. The solvent was removed in vacuo and the residue slurried in 200 ml of water and filtered. The filtrate was evaporated in vacuo and the residue triturated in ethanol and filtered. The precipitate was washed with ethanol, ether, and dried in vacuo to give 13.... Starting materials: ClC1=C(C=CC=C1)C(CC(=O)OC)=O (3-(2-chlorophenyl)-3-oxo-propionic acid, methyl ester), C(C)OC(OCC)OCC (triethylorthoformate), C(C)(=O)OC(C)=O (acetic anhydride). Reaction conditions: temperature 130 celsius, time 2 hour. Yields the product ClC1=C(C(=O)C(C(=O)OCC)=COCC)C=CC=C1 (2-(2-chlorobenzoyl)-3-ethoxyacrylic acid, ethyl ester). Reaction SMILES: [Cl:1][C:2]1[CH:7]=[CH:6][CH:5]=[CH:4][C:3]=1[C:8](=[O:14])[CH2:9][C:10]([O:12][CH3:13])=[O:11].[CH2:15]([O:17][CH:18](OCC)OCC)[CH3:16].[C:25](OC(=O)C)(=O)C>>[Cl:1][C:2]1[CH:7]=[CH:6][CH:5]=[CH:4][C:3]=1[C:8]([C:9](=[CH:18][O:17][CH2:15][CH3:16])[C:10]([O:12][CH2:13][CH3:25])=[O:11])=[O:14]. Procedure: To a flask containing 3-(2-chlorophenyl)-3-oxo-propionic acid, methyl ester (20 g, 94 mmol) was added triethylorthoformate (37.5 mL, 225.6 mmol) and acetic anhydride (63 mL, 667 mmol). The resulting mixture was heated to 130° C. with stirring for a total of 2 hours, then stirred over night at room temperature. The reaction mixture was concentrated under reduced pressure to provide a crude oil, which was used directly in the next step. The reactants are O1CCOCC1 (Dioxane), BrC=1N=C(C(=NC1)N)C=1OC(=NN1)C1=CC=CC=C1 (5-bromo-3-(5-phenyl-1,3,4-oxadiazol-2-yl)pyrazin-2-amine), C(C)(=O)NC1=C(C=CC=C1)B(O)O (2-ethanamidophenylboronic acid), C(=O)([O-])[O-].[Na+].[Na+] (Na2CO3). The reagents and catalysts are C=1C=CC(=CC1)[P](C=2C=CC=CC2)(C=3C=CC=CC3)[Pd]([P](C=4C=CC=CC4)(C=5C=CC=CC5)C=6C=CC=CC6)([P](C=7C=CC=CC7)(C=8C=CC=CC8)C=9C=CC=CC9)[P](C=1C=CC=CC1)(C=1C=CC=CC1)C=1C=CC=CC1 (tetrakis(triphenylphosphine)palladium). Solvent: CO (methanol). Conditions: temperature 150 celsius. Product: NC=1N=CC(=NC1C=1OC(=NN1)C1=CC=CC=C1)C1=C(C=CC=C1)NC(C)=O (N-(2-(5-amino-6-(5-phenyl-1,3,4-oxadiazol-2-yl)pyrazin-2-yl)phenyl)ethanamide). Isolated yield 26.9%. Reaction SMILES: Br[C:2]1[N:3]=[C:4]([C:9]2[O:10][C:11]([C:14]3[CH:19]=[CH:18][CH:17]=[CH:16][CH:15]=3)=[N:12][N:13]=2)[C:5]([NH2:8])=[N:6][CH:7]=1.[C:20]([NH:23][C:24]1[CH:29]=[CH:28][CH:27]=[CH:26][C:25]=1B(O)O)(=[O:22])[CH3:21].C([O-])([O-])=O.[Na+].[Na+].O1CCOCC1>C1C=CC([P]([Pd]([P](C2C=CC=CC=2)(C2C=CC=CC=2)C2C=CC=CC=2)([P](C2C=CC=CC=2)(C2C=CC=CC=2)C2C=CC=CC=2)[P](C2C=CC=CC=2)(C2C=CC=CC=2)C2C=CC=CC=2)(C2C=CC=CC=2)C2C=CC=CC=2)=CC=1.CO>[NH2:8][C:5]1[N:6]=[CH:7][C:2]([C:25]2[CH:26]=[CH:27][CH:28]=[CH:29][C:24]=2[NH:23][C:20](=[O:22])[CH3:21])=[N:3][C:4]=1[C:9]1[O:10][C:11]([C:14]2[CH:19]=[CH:18][CH:17]=[CH:16][CH:15]=2)=[N:12][N:13]=1 |f:2.3.4,^1:48,50,69,88|. Procedure: A solution of 5-bromo-3-(5-phenyl-1,3,4-oxadiazol-2-yl)pyrazin-2-amine (100 mg, 0.31 mmol), 2-ethanamidophenylboronic acid (56.25 mg, 0.31 mmol), tetrakis(triphenylphosphine)palladium (18.17 mg, 0.015 mmol) and Na2CO3 (471 μL, 2M aqueous solution) were added to a 10 mL microwave vial. Dioxane (3 mL) was then added and the vial sealed. The reaction mixture was heated in the microwave at 150° C. for 30 min. After this time methanol was added and the reaction mixture filtered. The solid was then wa... Starting materials: CCc1cc(-c2noc(-c3cc(C)nc(N(CC)CC)c3)n2)cc(C)c1OCC1CO1, C[O-], CO, [Na+]. Yields the product CCc1cc(-c2noc(-c3cc(C)nc(N(CC)CC)c3)n2)cc(C)c1OCC(O)COC. Reaction SMILES: [CH2:1]([CH3:2])[N:3]([c:4]1[n:5][c:6]([CH3:29])[cH:7][c:8](-[c:10]2[n:11][c:12](-[c:15]3[cH:16][c:17]([CH2:27][CH3:28])[c:18]([O:22][CH2:23][CH:24]4[O:25][CH2:26]4)[c:19]([CH3:21])[cH:20]3)[n:13][o:14]2)[cH:9]1)[CH2:30][CH3:31].[CH3:32][O-:33].[CH3:35][OH:36].[Na+:34]>>[CH2:1]([CH3:2])[N:3]([c:4]1[n:5][c:6]([CH3:29])[cH:7][c:8](-[c:10]2[n:11][c:12](-[c:15]3[cH:16][c:17]([CH2:27][CH3:28])[c:18]([O:22][CH2:23][CH:24]([OH:25])[CH2:26][O:33][CH3:32])[c:19]([CH3:21])[cH:20]3)[n:13][o:14]2)[cH:9]1)[CH2:30][CH3:31]. The reactants are CC1(C)OCCn2c1nc(C(N)=O)c(OCc1ccccc1)c2=O, C1CCOC1, COc1ccc(P2(=S)SP(=S)(c3ccc(OC)cc3)S2)cc1. Yields the product CC1(C)OCCn2c1nc(C(N)=S)c(OCc1ccccc1)c2=O. As a reaction SMILES: [CH2:1]([c:2]1[cH:3][cH:4][cH:5][cH:6][cH:7]1)[O:8][c:9]1[c:10]([C:22](=[O:23])[NH2:24])[n:11][c:12]2[n:17]([c:18]1=[O:19])[CH2:16][CH2:15][O:14][C:13]2([CH3:20])[CH3:21].[CH2:47]1[O:48][CH2:49][CH2:50][CH2:51]1.[CH3:25][O:26][c:27]1[cH:28][cH:29][c:30]([P:31]2(=[S:34])[S:32][P:33]([c:35]3[cH:36][cH:37][c:38]([O:39][CH3:40])[cH:41][cH:42]3)(=[S:43])[S:44]2)[cH:45][cH:46]1>>[CH2:1]([c:2]1[cH:3][cH:4][cH:5][cH:6][cH:7]1)[O:8][c:9]1[c:10]([C:22]([NH2:24])=[S:34])[n:11][c:12]2[n:17]([c:18]1=[O:19])[CH2:16][CH2:15][O:14][C:13]2([CH3:20])[CH3:21].